Dataset: the Open Reaction Database (ORD), a public repository of structured organic reaction records. Task: describe an organic reaction: reactants, conditions, products, and yield The reactants are CCOC(=O)C=Cc1cc(CC(=O)OCC)c([N+](=O)[O-])s1, [Fe+2], [Fe], C1COCCO1, O, O, O, O, O, O, O, O=S(=O)([O-])[O-]. Yields the product CCOC(=O)C=Cc1cc(CC(=O)OCC)c(N)s1. Reaction SMILES: [CH2:1]([CH3:2])[O:3][C:4]([CH:5]=[CH:6][c:7]1[s:8][c:9]([N+:18]([O-:19])=[O:20])[c:10]([CH2:12][C:13](=[O:14])[O:15][CH2:16][CH3:17])[cH:11]1)=[O:21].[Fe+2:41].[Fe:28].[O:22]1[CH2:23][CH2:24][O:25][CH2:26][CH2:27]1.[OH2:29].[OH2:30].[OH2:31].[OH2:32].[OH2:33].[OH2:34].[OH2:35].[S:36]([O-:37])([O-:38])(=[O:39])=[O:40]>>[CH2:1]([CH3:2])[O:3][C:4]([CH:5]=[CH:6][c:7]1[s:8][c:9]([NH2:18])[c:10]([CH2:12][C:13](=[O:14])[O:15][CH2:16][CH3:17])[cH:11]1)=[O:21]. Starting materials: C1CCOC1, O=C=NCc1ccccc1Cl, OCC1CCCN1. Product: O=C(NCc1ccccc1Cl)N1CCCC1CO. Reaction SMILES: [CH2:19]1[O:20][CH2:21][CH2:22][CH2:23]1.[Cl:8][c:9]1[c:10]([CH2:11][N:12]=[C:13]=[O:14])[cH:15][cH:16][cH:17][cH:18]1.[NH:1]1[CH:2]([CH2:6][OH:7])[CH2:3][CH2:4][CH2:5]1>>[N:1]1([C:13]([NH:12][CH2:11][c:10]2[c:9]([Cl:8])[cH:18][cH:17][cH:16][cH:15]2)=[O:14])[CH:2]([CH2:6][OH:7])[CH2:3][CH2:4][CH2:5]1. Starting materials: FC(C(=O)O)(F)F.ClC=1C(=C2C(=NC1)NC(=N2)C2=CC=C(C=C2)CN2CCOCC2)N[C@H]2[C@H]([C@@H]1C=C[C@H]2C1)C(=O)N ((1S,2S,3R,4R)-3-[6-Chloro-2-(4-morpholin-4-ylmethyl-phenyl)-3H-imidazo[4,5-b]pyridine-7-ylamino]-bicyclo[2.2.1]hept-5-ene-2-carboxylic acid amide-trifluoroacetate salt), NC1=NC=C(C(=C1N)N[C@H]1[C@H]([C@@H]2C=C[C@H]1C2)C(=O)N)Cl ((1S,2S,3R,4R)-3-(2,3-Diamino-5-chloro-pyridin-4-ylamino)-bicyclo[2.2.1]hept-5-ene-2-carboxylic acid amide), C(C)(C)(C)OC(=O)N1CC(CCC1)C=O (3-formyl-piperidine-1-carboxylic acid tert-butyl ester). The product is C(C)(C)(C)OC(=O)N1CC(CCC1)C1=NC=2C(=NC=C(C2N[C@@H]2[C@H]3C=C[C@@H]([C@@H]2C(N)=O)C3)Cl)N1 (3-[7-((1R,2R,3S,4S)-3-Carbamoyl-bicyclo[2.2.1]hept-5-en-2-ylamino)-6-chloro-3H-imidazo[4,5-b]pyridine-2-yl]-piperidine-1-carboxylic acid tert-butyl ester). Yield: 65.0%. As a reaction SMILES: FC(F)(F)C(O)=O.[Cl:8][C:9]1[C:10]([NH:31][C@@H:32]2[C@@H:37]3[CH2:38][C@@H:34]([CH:35]=[CH:36]3)[C@@H:33]2[C:39]([NH2:41])=[O:40])=[C:11]2[N:17]=[C:16]([C:18]3[CH:23]=CC(CN4CCOCC4)=C[CH:19]=3)[NH:15][C:12]2=[N:13][CH:14]=1.NC1C(N)=C(N[C@@H]2[C@@H]3C[C@@H](C=C3)[C@@H]2C(N)=O)C(Cl)=CN=1.[C:62]([O:66][C:67]([N:69]1CCC[CH:71](C=O)[CH2:70]1)=[O:68])([CH3:65])([CH3:64])[CH3:63]>>[C:62]([O:66][C:67]([N:69]1[CH2:70][CH2:71][CH2:19][CH:18]([C:16]2[NH:15][C:12]3=[N:13][CH:14]=[C:9]([Cl:8])[C:10]([NH:31][C@H:32]4[C@@H:33]([C:39](=[O:40])[NH2:41])[C@H:34]5[CH2:38][C@@H:37]4[CH:36]=[CH:35]5)=[C:11]3[N:17]=2)[CH2:23]1)=[O:68])([CH3:65])([CH3:64])[CH3:63] |f:0.1|. Reported procedure: In the same fashion as for Compound III, (1S,2S,3R,4R)-3-(2,3-Diamino-5-chloro-pyridin-4-ylamino)-bicyclo[2.2.1]hept-5-ene-2-carboxylic acid amide and 3-formyl-piperidine-1-carboxylic acid tert-butyl ester were reacted to produce the title compound (65%). 1H NMR (d-chloroform): 15.20 (br s, 1H), 8.42 (m, 1H), 7.83 (s, 1H), 6.45 (m, 1H), 6.38 (m, 1H), 5.90 (m, 1H), 5.64 (s, 1H), 5.25 (m, 1H), 4.03 (m, 1H), 2.80-3.25 (m, 5H), 2.62 (t, J=8 Hz, 1H), 2.39 (d, J=10 Hz, 2H), 1.32-2.00 (m, 14H). MS: 488... Starting materials: OC1=CC=C(C(=O)OC2=C(C(=C(C(=C2F)F)F)F)F)C=C1 (pentafluorophenyl 4-hydroxybenzoate), C(=S)(Cl)Cl (thiophosgene), [OH-].[Na+] (sodium hydroxide). Solvent: C(Cl)(Cl)Cl (chloroform), O (water). Conditions: temperature 5 celsius. Yields the product ClC(=S)OC1=CC=C(C(=O)OC2=C(C(=C(C(=C2F)F)F)F)F)C=C1 (Pentafluorophenyl 4-chlorothiocarbonyloxybenzoate). Reaction SMILES: [OH-].[Na+].[OH:3][C:4]1[CH:23]=[CH:22][C:7]([C:8]([O:10][C:11]2[C:16]([F:17])=[C:15]([F:18])[C:14]([F:19])=[C:13]([F:20])[C:12]=2[F:21])=[O:9])=[CH:6][CH:5]=1.[C:24](Cl)([Cl:26])=[S:25]>O.C(Cl)(Cl)Cl>[Cl:26][C:24]([O:3][C:4]1[CH:23]=[CH:22][C:7]([C:8]([O:10][C:11]2[C:12]([F:21])=[C:13]([F:20])[C:14]([F:19])=[C:15]([F:18])[C:16]=2[F:17])=[O:9])=[CH:6][CH:5]=1)=[S:25] |f:0.1|. Reported procedure: A solution of 1.34 g of sodium hydroxide in water was added dropwise over 15 minutes with vigorous stirring to a solution of 8.5 g of pentafluorophenyl 4-hydroxybenzoate and 3.2 ml of thiophosgene in 100 ml of chloroform at -20° C. The mixture was stirred at 5° C. until the reaction was complete and the organic layer separated, dried over calcium chloride and the solvent evaporated. Chromatography of the residue on silica gel eluting with hexane/ethyl acetate mixtures afforded 5.9 g of the title...